Dataset: the Open Reaction Database (ORD), a public repository of structured organic reaction records. Task: describe an organic reaction: reactants, conditions, products, and yield The reactants are N1=CC=CC2=CC(=CC=C12)CN1N=NC=2C1=NC(=CN2)C(C)=O (1-(1-(Quinolin-6-ylmethyl)-1H-[1,2,3]triazolo[4,5-b]pyrazin-6-yl)ethanone), NOCC(CO)O (3-(aminooxy)propane-1,2-diol), OCC(CO)ON1C(C2=CC=CC=C2C1=O)=O (2-(1,3-dihydroxypropan-2-yloxy)isoindoline-1,3-dione). Yields the product OC(CO\N=C(/C)\C1=CN=C2C(=N1)N(N=N2)CC=2C=C1C=CC=NC1=CC2)CO ((E)-1-(1-(Quinolin-6-ylmethyl)-1H-[1,2,3]triazolo[4,5-b]pyrazin-6-yl)ethanone O-2,3-dihydroxypropyl oxime). Isolated yield 40.0%. Reaction SMILES: [N:1]1[C:10]2[C:5](=[CH:6][C:7]([CH2:11][N:12]3[C:16]4=[N:17][C:18]([C:21](=O)[CH3:22])=[CH:19][N:20]=[C:15]4[N:14]=[N:13]3)=[CH:8][CH:9]=2)[CH:4]=[CH:3][CH:2]=1.[NH2:24][O:25][CH2:26][CH:27]([OH:30])[CH2:28][OH:29].OCC(ON1C(=O)C2C(=CC=CC=2)C1=O)CO>>[OH:30][CH:27]([CH2:28][OH:29])[CH2:26][O:25]/[N:24]=[C:21](/[C:18]1[N:17]=[C:16]2[N:12]([CH2:11][C:7]3[CH:6]=[C:5]4[C:10](=[CH:9][CH:8]=3)[N:1]=[CH:2][CH:3]=[CH:4]4)[N:13]=[N:14][C:15]2=[N:20][CH:19]=1)\[CH3:22]. Procedure details: The title compound was prepared from 1-(1-(quinolin-6-ylmethyl)-1H-[1,2,3]triazolo[4,5-b]pyrazin-6-yl)ethanone (22.4) and (3-(aminooxy)propane-1,2-diol) (intermediate B) in 40% yield using the same procedure as described in the synthesis of example 22 and example 7B. 1H-NMR (400 MHz, CD3OD) δ ppm 9.40 (s, 1H), 8.86 (m, 1H), 8.38 (d, 1H), 8.05 (m, 2H), 7.90 (dd, 1H), 7.57 (dd, 1H), 6.23 (s, 2H), 4.45 (m, 1H), 4.34 (m, 1H), 4.01 (m, 1H), 3.63 (m, 2H), 2.41 (s, 3H). LCMS (method B): [MH]+=394, tR=1... The reactants are ClC1=NC(=NC(=N1)NC1=CC(=C(C=C1)OC)Cl)NC1CCCCCC1 (6-Chloro-N-(3-chloro-4-methoxy-phenyl)-N′-cycloheptyl-[1,3,5]triazine-2,4-diamine), N1CCSCC1 (thiomorpholine), [OH-].[Na+] (sodium hydroxide), O (water). The solvent is O1CCOCC1 (1,4-dioxane). Conditions: temperature 25 celsius. Product: ClC=1C=C(C=CC1OC)NC1=NC(=NC(=N1)NC1CCCCCC1)N1CCSCC1 (N2-(3-chloro-4-methoxyphenyl)-N4-cycloheptyl-6-(1, 4-thiazinan-4-yl)-1,3,5-triazine-4,2-diamine), solid. The yield is 74.0%. Reaction SMILES: [NH:1]1[CH2:6][CH2:5][S:4][CH2:3][CH2:2]1.[OH-].[Na+].O.Cl[C:11]1[N:16]=[C:15]([NH:17][C:18]2[CH:23]=[CH:22][C:21]([O:24][CH3:25])=[C:20]([Cl:26])[CH:19]=2)[N:14]=[C:13]([NH:27][CH:28]2[CH2:34][CH2:33][CH2:32][CH2:31][CH2:30][CH2:29]2)[N:12]=1>O1CCOCC1>[Cl:26][C:20]1[CH:19]=[C:18]([NH:17][C:15]2[N:14]=[C:13]([NH:27][CH:28]3[CH2:29][CH2:30][CH2:31][CH2:32][CH2:33][CH2:34]3)[N:12]=[C:11]([N:1]3[CH2:6][CH2:5][S:4][CH2:3][CH2:2]3)[N:16]=2)[CH:23]=[CH:22][C:21]=1[O:24][CH3:25] |f:1.2|. Procedure: A mixture of thiomorpholine (97 mg, 0.942 mmol), sodium hydroxide (31.4 mg, 0.785 mmol) and water (0.5 mL) in 1,4-dioxane (15 mL) was heated to reflux for 3 hours with stirring under nitrogen atmosphere and then cooled to 25° C. followed by the addition of compound 133 (0.30 g, 0.785 mmol) at same temperature. The mixture was heated to reflux for 12 hours, concentrated under vacuum and diluted with water (20 mL). The mixture was then extracted with EtOAc (2×20 mL). The combined organic layers we... Starting materials: COC(C1=CC(=CC(=C1)SC=1N(C=CN1)C)OC1=CC=C(C=C1)P(=O)(OC(C)C)OC(C)C)=O (3-[4-(diisopropoxy-phosphoryl)-phenoxy]-5-(1-methyl-1H-imidazol-2-ylsulfanyl)-benzoic acid methyl ester), O1CCOCC1 (dioxane), [OH-].[Na+] (NaOH). Solvent: O (water), O (water). Reaction conditions: time 2 hour. The product is C(C)(C)OP(=O)(OC(C)C)C1=CC=C(OC=2C=C(C(=O)O)C=C(C2)SC=2N(C=CN2)C)C=C1 (3-[4-(Diisopropoxy-phosphoryl)-phenoxy]-5-(1-methyl-1H-imidazol-2-ylsulfanyl)-benzoic acid). Isolated yield 82.3%. RXN SMILES: C[O:2][C:3](=[O:34])[C:4]1[CH:9]=[C:8]([S:10][C:11]2[N:12]([CH3:16])[CH:13]=[CH:14][N:15]=2)[CH:7]=[C:6]([O:17][C:18]2[CH:23]=[CH:22][C:21]([P:24]([O:30][CH:31]([CH3:33])[CH3:32])([O:26][CH:27]([CH3:29])[CH3:28])=[O:25])=[CH:20][CH:19]=2)[CH:5]=1.O1CCOCC1.[OH-].[Na+]>O>[CH:27]([O:26][P:24]([C:21]1[CH:22]=[CH:23][C:18]([O:17][C:6]2[CH:5]=[C:4]([CH:9]=[C:8]([S:10][C:11]3[N:12]([CH3:16])[CH:13]=[CH:14][N:15]=3)[CH:7]=2)[C:3]([OH:34])=[O:2])=[CH:19][CH:20]=1)([O:30][CH:31]([CH3:33])[CH3:32])=[O:25])([CH3:28])[CH3:29] |f:2.3|. Procedure details: A mixture of 3-[4-(diisopropoxy-phosphoryl)-phenoxy]-5-(1-methyl-1H-imidazol-2-ylsulfanyl)-benzoic acid methyl ester (292 mg, 0.58 mmol), 3 mL of dioxane, 3 mL of water and 1.2 mL of 1 M aqueous NaOH was stirred for 2 h at rt, diluted with water, washed with EtOAc, the aqueous layer pH lowered to 4 with 1 M NaHSO4, the aqueous layer extracted with 4:1 CH2Cl2/MeOH. The organic extract dried (MgSO4) and evaporated to provide 234 mg (82%) of the title compound: 1H NMR (500 MHz, DMSO-d6): δ 1.18 (d,... Reactants: C(C=C)N1C(=NC=C1)C=1SC(=CC1C1=C(C=C(C=C1)Cl)Cl)[Sn](CCCC)(CCCC)CCCC (1-allyl-2-[3-(2,4-dichlorophenyl)-5-(tributylstannyl)-2-thienyl]-1H-imidazole), IC1=C2C(=NC=C1)NC(O2)=O (7-iodo[1,3]oxazolo[4,5-b]pyridin-2(3H)-one). Product: ClC1=C(C=CC(=C1)Cl)C=1C=C(SC1C=1NC=CN1)C1=C2C(=NC=C1)NC(O2)=O (7-[4-(2,4-dichlorophenyl)-5-(1H-imidazol-2-yl)-2-thienyl][1,3]oxazolo[4,5-b]pyridin-2(3H)-one). Reaction SMILES: C([N:4]1[CH:8]=[CH:7][N:6]=[C:5]1[C:9]1[S:10][C:11]([Sn](CCCC)(CCCC)CCCC)=[CH:12][C:13]=1[C:14]1[CH:19]=[CH:18][C:17]([Cl:20])=[CH:16][C:15]=1[Cl:21])C=C.I[C:36]1[CH:41]=[CH:40][N:39]=[C:38]2[NH:42][C:43](=[O:45])[O:44][C:37]=12>>[Cl:21][C:15]1[CH:16]=[C:17]([Cl:20])[CH:18]=[CH:19][C:14]=1[C:13]1[CH:12]=[C:11]([C:36]2[CH:41]=[CH:40][N:39]=[C:38]3[NH:42][C:43](=[O:45])[O:44][C:37]=23)[S:10][C:9]=1[C:5]1[NH:4][CH:8]=[CH:7][N:6]=1. Procedure: The title compound was prepared from 1-allyl-2-[3-(2,4-dichlorophenyl)-5-(tributylstannyl)-2-thienyl]-1H-imidazole and 7-iodo[1,3]oxazolo[4,5-b]pyridin-2(3H)-one using procedures analogous to those described in Example 8-A, Steps 2 and 3. LC/MS (AA) ES+ 429, 431. 1H NMR (400 MHz, d6 DMSO) δ: 8.03 (d, J=5.77 Hz, 1H), 7.83 (s, 1H), 7.59 (d, J=2.01 Hz, 1H), 7.43-7.39 (m, 2H), 7.36 (d, J=8.29 Hz, 1H), 7.06 (s, 2H).